Dataset: the Open Reaction Database (ORD), a public repository of structured organic reaction records. Task: describe an organic reaction: reactants, conditions, products, and yield Starting materials: C(C)O (ethanol), [OH-].[K+] (potassium hydroxide), C1(=CC=CC=C1)CCN1N=C(C(=C1Br)C(=O)OCC)N(CC1=CC=C(C=C1)C1=C(C=CC=C1)C1=NN=NN1)CCC (N-[1-(2-phenylethyl)-4-ethoxycarbonyl-5-bromopyrazol-3-yl]-N-[(2'-(1H-tetrazol-5-yl)-biphenyl-4-yl)methyl]-n-propylamine). Solvent: O (water). The product is C1(=CC=CC=C1)CCN1N=C(C(=C1Br)C(=O)O)N(CC1=CC=C(C=C1)C1=C(C=CC=C1)C1=NN=NN1)CCC (N-[1-(2-phenylethyl)-4-carboxy-5-bromopyrazol-3-yl]-N-[(2'-(1H-tetrazol-5-yl)biphenyl-4-yl)methyl]-n-propylamine). Isolated yield 94.1%. As a reaction SMILES: C(O)C.[OH-].[K+].[C:6]1([CH2:12][CH2:13][N:14]2[C:18]([Br:19])=[C:17]([C:20]([O:22]CC)=[O:21])[C:16]([N:25]([CH2:44][CH2:45][CH3:46])[CH2:26][C:27]3[CH:32]=[CH:31][C:30]([C:33]4[CH:38]=[CH:37][CH:36]=[CH:35][C:34]=4[C:39]4[NH:43][N:42]=[N:41][N:40]=4)=[CH:29][CH:28]=3)=[N:15]2)[CH:11]=[CH:10][CH:9]=[CH:8][CH:7]=1>O>[C:6]1([CH2:12][CH2:13][N:14]2[C:18]([Br:19])=[C:17]([C:20]([OH:22])=[O:21])[C:16]([N:25]([CH2:44][CH2:45][CH3:46])[CH2:26][C:27]3[CH:32]=[CH:31][C:30]([C:33]4[CH:38]=[CH:37][CH:36]=[CH:35][C:34]=4[C:39]4[NH:43][N:42]=[N:41][N:40]=4)=[CH:29][CH:28]=3)=[N:15]2)[CH:11]=[CH:10][CH:9]=[CH:8][CH:7]=1 |f:1.2|. Reported procedure: 5 ml of ethanol, 5 ml of water and 226 mg of potassium hydroxide were added to 206 mg of N-[1-(2-phenylethyl)-4-ethoxycarbonyl-5-bromopyrazol-3-yl]-N-[(2'-(1H-tetrazol-5-yl)-biphenyl-4-yl)methyl]-n-propylamine, and heated under reflux for 5 hours. Ethanol was distilled off under reduced pressure, and 10 ml of water were added to the reaction mixture, which was then made acidic with concentrated hydrochloric acid. The resultant was extracted with 50 ml of dichloromethane. After dried over magnesi... Reactants: [H][H] (hydrogen), FC(C(=O)N[C@H](C(=O)O)CC(=O)C1=CC=C(C=C1)CCC)(F)F (N-Trifluoroacetyl-α-(S)-(2-(4-n-propylphenyl)-2-oxoethyl)glycine), C(C)(=O)O (acetic acid). Reagents/catalysts: [Pd] (palladium on carbon). Run in C(C)(=O)OCC (ethyl acetate). Run at time 2 day. Yields the product FC(C(=O)N[C@H](C(=O)O)CCC1=CC=C(C=C1)CCC)(F)F (N-Trifluoroacetyl-α-(S)-(2-(4-n-propylphenyl)ethyl)glycine). The yield is 93.1%. RXN SMILES: [F:1][C:2]([F:23])([F:22])[C:3]([NH:5][C@@H:6]([CH2:10][C:11]([C:13]1[CH:18]=[CH:17][C:16]([CH2:19][CH2:20][CH3:21])=[CH:15][CH:14]=1)=O)[C:7]([OH:9])=[O:8])=[O:4].C(O)(=O)C.[H][H]>C(OCC)(=O)C.[Pd]>[F:1][C:2]([F:22])([F:23])[C:3]([NH:5][C@@H:6]([CH2:10][CH2:11][C:13]1[CH:14]=[CH:15][C:16]([CH2:19][CH2:20][CH3:21])=[CH:17][CH:18]=1)[C:7]([OH:9])=[O:8])=[O:4]. Procedure: A solution of N-trifluoroacetyl-α-(S)-(2-(4-n-propylphenyl)-2-oxoethyl)glycine 6 (140 mg, 0.43 mmol) in ethyl acetate (10 mL) containing acetic acid (0.25 mL) and 10% palladium on carbon (10 mg) was stirred under one atmosphere of hydrogen gas. After two days, the catalyst was filtered off and fresh catalyst was added and the reaction stirred under hydrogen overnight. The mixture was filtered and the solvent evaporated in vacuo to yield the product 7 (127 mg, 93% yield).